This data is from the Open Reaction Database (ORD), a public repository of structured organic reaction records. The task is: describe an organic reaction: reactants, conditions, products, and yield Starting materials: COC=1C=C(C=O)C=CC1OCCN1C(NCC1)=O (3-methoxy-4-[2-(2-oxoimidazolidin-1-yl)ethoxy]benzaldehyde), NO (hydroxylamine). Run in CCO (EtOH), CCO (EtOH). Reaction conditions: time 4.5 hour. Yields the product COC=1C=C(C=NO)C=CC1OCCN1C(NCC1)=O (3-methoxy-4-[2-(2-oxoimidazolidin-1-yl)ethoxy]benzaldehyde oxime). As a reaction SMILES: [CH3:1][O:2][C:3]1[CH:4]=[C:5]([CH:8]=[CH:9][C:10]=1[O:11][CH2:12][CH2:13][N:14]1[CH2:18][CH2:17][NH:16][C:15]1=[O:19])[CH:6]=O.[NH2:20][OH:21]>CCO>[CH3:1][O:2][C:3]1[CH:4]=[C:5]([CH:8]=[CH:9][C:10]=1[O:11][CH2:12][CH2:13][N:14]1[CH2:18][CH2:17][NH:16][C:15]1=[O:19])[CH:6]=[N:20][OH:21]. Procedure: To a solution of 3-methoxy-4-[2-(2-oxoimidazolidin-1-yl)ethoxy]benzaldehyde (25.6 g, 0.097 mol) in EtOH (250 mL) at 52° C. is added a solution of hydroxylamine (10.2 g, 0.155 mol, 50% in water, Aldrich) in EtOH (20 mL). The reaction medium is then stirred for 4.5 hours between 50 and 60° C. The reaction medium is then concentrated under reduced pressure (Tbath=42° C., 60 mbar) so as to obtain a residue of 70-80 mL. The precipitate obtained is filtered, washed with an EtOH/water mixture (twice 5 ... Reactants: C1CCOC1, COCC(=O)Cl, Cc1cc([N+](=O)[O-])ccc1Oc1ccnc(N)c1, CCN(C(C)C)C(C)C. Yields the product COCC(=O)Nc1cc(Oc2ccc([N+](=O)[O-])cc2C)ccn1. RXN SMILES: [CH2:34]1[O:35][CH2:36][CH2:37][CH2:38]1.[CH3:19][O:20][CH2:21][C:22](=[O:23])[Cl:24].[CH3:1][c:2]1[c:3]([O:4][c:5]2[cH:6][c:7]([NH2:11])[n:8][cH:9][cH:10]2)[cH:12][cH:13][c:14]([N+:16](=[O:17])[O-:18])[cH:15]1.[CH:25]([N:26]([CH2:27][CH3:28])[CH:29]([CH3:30])[CH3:31])([CH3:32])[CH3:33]>>[CH3:1][c:2]1[c:3]([O:4][c:5]2[cH:6][c:7]([NH:11][C:22]([CH2:21][O:20][CH3:19])=[O:23])[n:8][cH:9][cH:10]2)[cH:12][cH:13][c:14]([N+:16](=[O:17])[O-:18])[cH:15]1. The reactants are O (water), [H-].C(C(C)C)[Al+]CC(C)C (diisobutyl aluminum hydride), C(C)(=O)OC=1C(=CC2=C(CC(O2)(C)CN)C1C(C)(C)C)C(C)(C)C (5-acetoxy-2-aminomethyl-4,6-di-t-butyl-2-methyl-2,3-dihydrobenzofuran). The solvent is C1(=CC=CC=C1)C (toluene), C1(=CC=CC=C1)C (toluene). Reaction conditions: time 14 hour. The product is NCC1(OC2=C(C1)C(=C(C(=C2)C(C)(C)C)O)C(C)(C)C)C (2-aminomethyl-4,6-di-t-butyl-5-hydroxy-2-methyl-2,3-dihydrobenzofuran). Isolated yield 70.9%. As a reaction SMILES: [H-].C([Al+]CC(C)C)C(C)C.C([O:14][C:15]1[C:16]([C:31]([CH3:34])([CH3:33])[CH3:32])=[CH:17][C:18]2[O:22][C:21]([CH2:24][NH2:25])([CH3:23])[CH2:20][C:19]=2[C:26]=1[C:27]([CH3:30])([CH3:29])[CH3:28])(=O)C.O>C1(C)C=CC=CC=1>[NH2:25][CH2:24][C:21]1([CH3:23])[CH2:20][C:19]2[C:26]([C:27]([CH3:30])([CH3:29])[CH3:28])=[C:15]([OH:14])[C:16]([C:31]([CH3:32])([CH3:33])[CH3:34])=[CH:17][C:18]=2[O:22]1 |f:0.1|. Procedure: Under a nitrogen atmosphere, 13.2 ml of 1M diisobutyl aluminum hydride solution in toluene was added dropwise to a solution of 1.0 g of 5-acetoxy-2-aminomethyl-4,6-di-t-butyl-2-methyl-2,3-dihydrobenzofuran in 30 ml of toluene at room temperature. After stirring at room temperature for 14 hours, the mixture was combined with water and extracted with ethyl acetate, and the resulting organic layer was washed with saturated brine, dried over anhydrous magnesium sulfate, and then concentrated. The co... The reactants are NCCCc1ccccc1, CS(C)=O, [Cl-], Cc1cc(C)c(-c2c3nc(C)nc(Cl)c3n3ccccc23)c(C)c1, [NH4+]. Product: Cc1cc(C)c(-c2c3nc(C)nc(NCCCc4ccccc4)c3n3ccccc23)c(C)c1. RXN SMILES: [CH2:25]([c:26]1[cH:27][cH:28][cH:29][cH:30][cH:31]1)[CH2:32][CH2:33][NH2:34].[CH3:35][S:36]([CH3:37])=[O:38].[Cl-:39].[Cl:1][c:2]1[n:3][c:4]([CH3:24])[n:5][c:6]2[c:7](-[c:15]3[c:16]([CH3:23])[cH:17][c:18]([CH3:22])[cH:19][c:20]3[CH3:21])[c:8]3[cH:9][cH:10][cH:11][cH:12][n:13]3[c:14]12.[NH4+:40]>>[c:2]1([NH:34][CH2:33][CH2:32][CH2:25][c:26]2[cH:27][cH:28][cH:29][cH:30][cH:31]2)[n:3][c:4]([CH3:24])[n:5][c:6]2[c:7](-[c:15]3[c:16]([CH3:23])[cH:17][c:18]([CH3:22])[cH:19][c:20]3[CH3:21])[c:8]3[cH:9][cH:10][cH:11][cH:12][n:13]3[c:14]12. Starting materials: O=C([O-])[O-], CC(C)=O, [K+], [K+], O=C1CNc2ccccc2N1, O=S(=O)(Cl)c1ccccc1. The product is O=C1CN(S(=O)(=O)c2ccccc2)c2ccccc2N1. Reaction SMILES: [C:12](=[O:13])([O-:14])[O-:15].[CH3:28][C:29](=[O:30])[CH3:31].[K+:16].[K+:17].[NH:1]1[C:2](=[O:11])[CH2:3][NH:4][c:5]2[cH:6][cH:7][cH:8][cH:9][c:10]21.[c:18]1([S:24](=[O:25])(=[O:26])[Cl:27])[cH:19][cH:20][cH:21][cH:22][cH:23]1>>[NH:1]1[C:2](=[O:11])[CH2:3][N:4]([S:24]([c:18]2[cH:19][cH:20][cH:21][cH:22][cH:23]2)(=[O:25])=[O:26])[c:5]2[cH:6][cH:7][cH:8][cH:9][c:10]21. Isolated yield 58.6%. Reactants: N-(11,10-Oxidoundecyl)glutarimide, BrCCCCCCCCCC=C (1-bromundec-10-ene), O (water), [H-].[Na+] (Sodium hydride), C1(CCCC(N1)=O)=O (glutarimide). Procedure: This example illustrates a synthesis of N-(11,10-Oxidoundecyl)glutarimide (inventive compound no. 1611). Sodium hydride (95%) (168 mg, 7 mmol) was added to a solution of glutarimide (565.6 mg, 5 mmol) in dimethyl sulfoxide (15 mL). After 20 minutes of stirring, 1-bromundec-10-ene (1.165 g, 5 mmol) was added and stirred for 12 hours at room temperature. The reaction mixture was then poured into a separatory funnel containing 100 mL of water and extracted with dichlormethane (5×75 mL). The organic... The product is C(CCCCCCCCC=C)N1C(CCCC1=O)=O (N-(10-Undecenyl)glutarimide). Reaction SMILES: [H-].[Na+].[C:3]1(=[O:10])[NH:8][C:7](=[O:9])[CH2:6][CH2:5][CH2:4]1.Br[CH2:12][CH2:13][CH2:14][CH2:15][CH2:16][CH2:17][CH2:18][CH2:19][CH2:20][CH:21]=[CH2:22].O>CS(C)=O>[CH2:22]([N:8]1[C:7](=[O:9])[CH2:6][CH2:5][CH2:4][C:3]1=[O:10])[CH2:21][CH2:20][CH2:19][CH2:18][CH2:17][CH2:16][CH2:15][CH2:14][CH:13]=[CH2:12] |f:0.1|. Run in CS(=O)C (dimethyl sulfoxide). Run at time 20 minute. Starting materials: ClC=1C=C2C(=C(C(C(C2=CC1)(C)C)=O)C(=O)OCC)O (ethyl 6-chloro-4-hydroxy-1,1-dimethyl-2-oxo-naphthalene-3-carboxylate), Cl.COC([C@H](N)C)=O (D-alanine methyl ester hydrochloride), C(C)N(C(C)C)C(C)C (N-ethyl-N-isopropylpropan-2-amine). The solvent is O1CCOCC1 (1,4-dioxane). Reaction conditions: temperature 80 celsius. The product is ClC=1C=C2C(=C(C(C(C2=CC1)(C)C)=O)C(=O)N[C@H](C)C(=O)OC)O (Methyl N-((6-chloro-4-hydroxy-1,1-dimethyl-2-oxo-naphthalen-3-yl)carbonyl)-D-alaninate). Isolated yield 65.4%. As a reaction SMILES: [Cl:1][C:2]1[CH:3]=[C:4]2[C:9](=[CH:10][CH:11]=1)[C:8]([CH3:13])([CH3:12])[C:7](=[O:14])[C:6]([C:15](OCC)=[O:16])=[C:5]2[OH:20].Cl.[CH3:22][O:23][C:24](=[O:28])[C@@H:25]([CH3:27])[NH2:26].C(N(C(C)C)C(C)C)C>O1CCOCC1>[Cl:1][C:2]1[CH:3]=[C:4]2[C:9](=[CH:10][CH:11]=1)[C:8]([CH3:12])([CH3:13])[C:7](=[O:14])[C:6]([C:15]([NH:26][C@@H:25]([C:24]([O:23][CH3:22])=[O:28])[CH3:27])=[O:16])=[C:5]2[OH:20] |f:1.2|. Reported procedure: To ethyl 6-chloro-4-hydroxy-1,1-dimethyl-2-oxo-naphthalene-3-carboxylate (100 mg, 339 μmol, see Example 2) and D-alanine methyl ester hydrochloride (71 mg, 509 mmol) was added 1,4-dioxane (339 μL) and N-ethyl-N-isopropylpropan-2-amine (177 μL, 1018 μmol). The reaction was then heated at 80° C. for 16 hours. The resulting reaction mixture was evaporated to give the title compound (78 mg) as an amorphous solid after purification via preparatory LC. MS m/e=352 (M+1)+.